Dataset: the Open Reaction Database (ORD), a public repository of structured organic reaction records. Task: describe an organic reaction: reactants, conditions, products, and yield Reactants: [N+](=O)([O-])C1=CC=C(C=C1)S(=O)(=O)Cl (4-nitrobenzene sulfonylchloride), Cl.N1C=NC(=C1)CN1C[C@H](N(CC2=C1C=CC(=C2)C#N)S(=O)(=O)C)CC2=CC=CC=C2 ((R)-2,3,4,5-Tetrahydro-1-(1H-imidazol-4-ylmethyl)-4-(methylsulfonyl)-3-(phenylmethyl)-1H-1,4-benzodiazepine-7-carbonitrile, monohydrochloride), Cl.N1C=NC(=C1)CN1C[C@H](N(CC2=C1C=CC(=C2)C#N)S(=O)(=O)C)CC2=CC=CC=C2 ((R)-2,3,4,5-Tetrahydro-1-(1H-imidazol-4-ylmethyl)-4-(methylsulfonyl)-3-(phenylmethyl)-1H-1,4-benzodiazepine-7-carbonitrile, monohydrochloride). The product is C(#N)C=1C=CC2=C(CN([C@@H](CN2CC=2N=CNC2)CC2=CC=CC=C2)S(=O)(=O)C2=CC=C(C=C2)[N+](=O)[O-])C1 ((R)-7-Cyano-2,3,4,5-tetrahydro-1-(1H-imidazol-4-ylmethyl)-4-[(4-nitrophenyl)sulfonyl]-3-(phenylmethyl)-1H-1,4-benzodiazepine). The yield is 3.0%. RXN SMILES: [N+:1]([C:4]1[CH:9]=[CH:8][C:7]([S:10](Cl)(=[O:12])=[O:11])=[CH:6][CH:5]=1)([O-:3])=[O:2].Cl.[NH:15]1[CH:19]=[C:18]([CH2:20][N:21]2[C:27]3[CH:28]=[CH:29][C:30]([C:32]#[N:33])=[CH:31][C:26]=3[CH2:25][N:24](S(C)(=O)=O)[C@H:23]([CH2:38][C:39]3[CH:44]=[CH:43][CH:42]=[CH:41][CH:40]=3)[CH2:22]2)[N:17]=[CH:16]1>>[C:32]([C:30]1[CH:29]=[CH:28][C:27]2[N:21]([CH2:20][C:18]3[N:17]=[CH:16][NH:15][CH:19]=3)[CH2:22][C@@H:23]([CH2:38][C:39]3[CH:44]=[CH:43][CH:42]=[CH:41][CH:40]=3)[N:24]([S:10]([C:7]3[CH:8]=[CH:9][C:4]([N+:1]([O-:3])=[O:2])=[CH:5][CH:6]=3)(=[O:12])=[O:11])[CH2:25][C:26]=2[CH:31]=1)#[N:33] |f:1.2|. Procedure: Example 383 was prepared as a white solid in 3% yield from 4-nitrobenzene sulfonylchloride and Compound C of Example 248 by the following sequence: Compound C of Example 350, except that the reaction was run at room temperature and no purification was performed; Compound C of Example 380. Procedure details: The method described in Example 1 above was followed using DL-AzeOH (2.9 g; 29 mmol), D-tartaric acid (4.3 g; 29 mmol), ethylene glycol (5.5 g) and water (4.5 g) to yield 3.9 g (109%, as calculated from the theoretical yield) of L-AzeOH-D-tartrate with a d.e. of 60%. Starting materials: N1C(C(=O)O)CC1 (DL-AzeOH), C([C@@H](O)[C@H](O)C(=O)O)(=O)O (D-tartaric acid), C(CO)O (ethylene glycol). Yields the product N1[C@H](C(=O)O)CC1.C(=O)([O-])[C@@H](O)[C@H](O)C(=O)[O-] (L-AzeOH D-tartrate). Solvent: O (water). As a reaction SMILES: [NH:1]1[CH2:7][CH2:6][CH:2]1[C:3]([OH:5])=[O:4].[C:8]([OH:17])(=[O:16])[C@H:9]([C@@H:11]([C:13]([OH:15])=[O:14])[OH:12])[OH:10].C(O)CO>O>[NH:1]1[CH2:7][CH2:6][C@H:2]1[C:3]([OH:5])=[O:4].[C:13]([C@H:11]([C@@H:9]([C:8]([O-:17])=[O:16])[OH:10])[OH:12])([O-:15])=[O:14] |f:4.5|. The reactants are FC(C(=O)C1=CNC2=NC=CC=C21)(F)F (2,2,2-trifluoro-1-(1H-pyrrolo[2,3-b]pyridin-3-yl)ethanone), [H-].[Na+] (sodium hydride), CN(S(=O)(=O)Cl)C (N,N-dimethylsulfamoyl chloride). Solvent: C([O-])(O)=O.[Na+] (sodium bicarbonate), CN(C)C=O (DMF). Reaction conditions: time 30 minute. Product: CN(S(=O)(=O)N1C=C(C=2C1=NC=CC2)C(C(F)(F)F)=O)C (3-(2,2,2-trifluoroacetyl)pyrrolo[2,3-b]pyridine-1-sulfonic acid dimethylamide). The yield is 54.8%. Reaction SMILES: [F:1][C:2]([F:15])([F:14])[C:3]([C:5]1[C:13]2[C:8](=[N:9][CH:10]=[CH:11][CH:12]=2)[NH:7][CH:6]=1)=[O:4].[H-].[Na+].[CH3:18][N:19]([CH3:24])[S:20](Cl)(=[O:22])=[O:21]>CN(C=O)C.C(=O)(O)[O-].[Na+]>[CH3:18][N:19]([CH3:24])[S:20]([N:7]1[C:8]2=[N:9][CH:10]=[CH:11][CH:12]=[C:13]2[C:5]([C:3](=[O:4])[C:2]([F:1])([F:14])[F:15])=[CH:6]1)(=[O:22])=[O:21] |f:1.2,5.6|. Procedure: To a solution of 107 mg (0.5 mmol) of 2,2,2-trifluoro-1-(1H-pyrrolo[2,3-b]pyridin-3-yl)ethanone in 2 mL of DMF was added 60% sodium hydride in mineral oil followed by 80 mg (0.56 mmol) of N,N-dimethylsulfamoyl chloride. The mixture stirred for 30 minutes and was then diluted with 10 mL of saturated aqueous sodium bicarbonate and extracted with three 7 mL portions of ethyl acetate. The combined organic layers were washed with three 7 mL portions of brine, three 7 mL portions of saturated aqueous ... Starting materials: S(=O)(Cl)Cl (Thionyl chloride), NC1=C(C(=O)O)C(=CC=C1)C (2-amino-6-methylbenzoic acid), NC1=CC=CC=C1 (Aniline). The solvent is C1=CC=CC=C1 (benzene). Reaction conditions: time 8 hour. Yields the product NC1=C(C(=O)NC2=CC=CC=C2)C(=CC=C1)C (2-amino-6-methyl-N-phenyl-benzamide). As a reaction SMILES: S(Cl)(Cl)=O.[NH2:5][C:6]1[CH:14]=[CH:13][CH:12]=[C:11]([CH3:15])[C:7]=1[C:8]([OH:10])=O.[NH2:16][C:17]1[CH:22]=[CH:21][CH:20]=[CH:19][CH:18]=1>C1C=CC=CC=1>[NH2:5][C:6]1[CH:14]=[CH:13][CH:12]=[C:11]([CH3:15])[C:7]=1[C:8]([NH:16][C:17]1[CH:22]=[CH:21][CH:20]=[CH:19][CH:18]=1)=[O:10]. Reported procedure: Thionyl chloride (14.5 mL, 198 mmol) was added to a solution of 2-amino-6-methylbenzoic acid (10.0 g, 66.1 mmol) in benzene (250 mL). The resulting suspension was heated to reflux and stirred overnight. After cooling, the reaction was concentrated in vacuo, and the resulting residue was dissolved in chloroform (300 mL). Aniline (15 mL, 165 mmol) was added, and the mixture heated to reflux. After three hours, the reaction was allowed to cool and the resulting suspension was filtered. The filtrate... RXN SMILES: [C:1]([Li])([CH3:4])([CH3:3])[CH3:2].CC[O:8][CH2:9][CH3:10].[CH3:11][CH2:12]OCC.[CH3:16][CH2:17][CH2:18]CC>>[CH2:3]1[C:1]2([CH2:4][CH2:18][CH2:17][CH2:16][CH2:10][C:9]2=[O:8])[CH2:2][CH2:12][CH2:11]1 |f:2.3|. Yields the product C1CCCC12C(CCCCC2)=O (Spiro[4.6]undecan-6-one). Procedure: t-Butyl lithium (1.7M in pentane, 20.0 ml., 34 mmol.) was slowly added to ether (38 ml.) at -20° C. as the reaction was further cooled to -100° C. in a methanol/dry ice/liquid nitrogen bath. To this -100° C. solution was added the product from part (c) (5.0 g., 16.1 mmol.) in 2:1 ether/pentane (3 ml.) over 35 minutes, maintaining the temperature below -97° C. The reaction was warmed to -50° C. over two hours then quenched with a saturated solution of ammonium chloride, extracted with ethyl aceta... The reactants are C(C)(C)(C)[Li] (t-Butyl lithium), CCOCC (ether), ( c ), CCOCC.CCCCC (ether pentane). Run at temperature -100 celsius.